This data is from the Open Reaction Database (ORD), a public repository of structured organic reaction records. The task is: describe an organic reaction: reactants, conditions, products, and yield The reactants are C(CC)ON(C=1C=C(C=CC1)O)OCCC (N,N-dipropoxy-m-aminophenol), C(C)(=O)OC(C)=O (acetic anhydride), CN1C=NC=C1 (1-methylimidazole). Reaction conditions: temperature 135 celsius, time 3 hour. The product is C(C)(=O)O.C(C)(=O)O.C(CC)ON(C=1C=C(C=CC1)O)OCCC (N,N-dipropoxy-m-aminophenol diacetate). Reaction SMILES: [CH2:1]([O:4][N:5]([O:13][CH2:14][CH2:15][CH3:16])[C:6]1[CH:7]=[C:8]([OH:12])[CH:9]=[CH:10][CH:11]=1)[CH2:2][CH3:3].[C:17]([O:20]C(=O)C)(=[O:19])[CH3:18].CN1C=CN=C1>>[C:17]([OH:20])(=[O:19])[CH3:18].[C:17]([OH:20])(=[O:19])[CH3:18].[CH2:14]([O:13][N:5]([O:4][CH2:1][CH2:2][CH3:3])[C:6]1[CH:7]=[C:8]([OH:12])[CH:9]=[CH:10][CH:11]=1)[CH2:15][CH3:16] |f:3.4.5|. Reported procedure: 22.5 parts of N,N-dipropoxy-m-aminophenol were charged to a reactor vessel followed by 22.0 parts of-acetic anhydride and 0.5 parts of 1-methylimidazole. The mixture was then heated to about 130 to 140° C. and held for 3 hours. The acetic acid and excess anhydride were then distilled out at a temperature from 130 to 140° C. leaving the N,N-dipropoxy-m-aminophenol diacetate product.